From a dataset of the Open Reaction Database (ORD), a public repository of structured organic reaction records. describe an organic reaction: reactants, conditions, products, and yield The reactants are FC(OC1=C(C=CC(=C1)F)[N+](=O)[O-])F (2-Difluoromethoxy-4-fluoro-1-nitrobenzene), C1(CC1)N1CCNCC1 (N-cyclopropylpiperazine). Solvent: C(C)#N (acetonitrile). Run at temperature 100 celsius. Yields the product C1(CC1)N1CCN(CC1)C1=CC(=C(C=C1)[N+](=O)[O-])OC(F)F (1-Cyclopropyl-4-(3-difluoromethoxy-4-nitrophenyl)piperazine). Isolated yield 74.5%. Reaction SMILES: [F:1][CH:2]([F:14])[O:3][C:4]1[CH:9]=[C:8](F)[CH:7]=[CH:6][C:5]=1[N+:11]([O-:13])=[O:12].[CH:15]1([N:18]2[CH2:23][CH2:22][NH:21][CH2:20][CH2:19]2)[CH2:17][CH2:16]1>C(#N)C>[CH:15]1([N:18]2[CH2:23][CH2:22][N:21]([C:8]3[CH:7]=[CH:6][C:5]([N+:11]([O-:13])=[O:12])=[C:4]([O:3][CH:2]([F:14])[F:1])[CH:9]=3)[CH2:20][CH2:19]2)[CH2:17][CH2:16]1. Procedure: To 2.07 g (10.0 mmol) of the product prepared in step 14.1 in 30 mL of acetonitrile are added 5.99 mL (35.0 mmol) of diispropylethylamine and then 2.09 g (10.5 mmol) of finely ground N-cyclopropylpiperazine (supplier). The reaction mixture is heated at 100°C. for 1 hour 30 minutes, cooled and concentrated under vacuum. The residue is taken up in 75 mL of ethyl acetate and washed with saturated aqueous NaHCO3 solution and with saturated aqueous NaCl solution. The organic phase is dried over Na2SO...